From a dataset of the Open Reaction Database (ORD), a public repository of structured organic reaction records. describe an organic reaction: reactants, conditions, products, and yield The reactants are C(Cl)(Cl)Cl (chloroform), C(C)(=O)OC(CCN)(C)C1=CC=C(C=C1)C1=CC=C(C=C1)F (3-acetoxy-3-(4'-fluoro-4-biphenylyl)-1-butylamine), [OH-].[K+] (KOH), O (water). Run in CO (methanol). Product: FC1=CC=C(C=C1)C1=CC=C(C=C1)C(CCN)(C)O (3-(4'-fluoro-4-biphenylyl)-3-hydroxybutylamine). As a reaction SMILES: C([O:4][C:5]([C:10]1[CH:15]=[CH:14][C:13]([C:16]2[CH:21]=[CH:20][C:19]([F:22])=[CH:18][CH:17]=2)=[CH:12][CH:11]=1)([CH3:9])[CH2:6][CH2:7][NH2:8])(=O)C.[OH-].[K+].O.C(Cl)(Cl)Cl>CO>[F:22][C:19]1[CH:18]=[CH:17][C:16]([C:13]2[CH:14]=[CH:15][C:10]([C:5]([OH:4])([CH3:9])[CH2:6][CH2:7][NH2:8])=[CH:11][CH:12]=2)=[CH:21][CH:20]=1 |f:1.2|. Procedure: 30.1 g of 3-acetoxy-3-(4'-fluoro-4-biphenylyl)-1-butylamine [obtainable from 3-bromo-3-(4'-fluoro-4-biphenylyl)-1-butylamine and potassium acetate] are boiled for 2 hours with 20 g of KOH in 500 ml of methanol, and the mixture is worked up with water and chloroform to give 3-(4'-fluoro-4-biphenylyl)-3-hydroxybutylamine, m.p. 144°-146°. Reactants: O (water), ClC1=C2C(=NC=C1C#N)C=CS2 (7-chlorothieno[3,2-b]pyridine-6-carbonitrile), C([O-])([O-])=O.[K+].[K+] (potassium carbonate), ClC1=C(C=CC(=C1)Cl)O (2,4-dichlorophenol). The solvent is CN(C=O)C (N,N-dimethylformamide). Run at temperature 110 celsius, time 4 hour. Product: ClC1=C(OC2=C3C(=NC=C2C#N)C=CS3)C=CC(=C1)Cl (7-[(2,4-dichlorophenoxy)]thieno[3,2-b]pyridine-6-carbonitrile). Yield: 73.8%. Reaction SMILES: Cl[C:2]1[C:7]([C:8]#[N:9])=[CH:6][N:5]=[C:4]2[CH:10]=[CH:11][S:12][C:3]=12.C(=O)([O-])[O-].[K+].[K+].[Cl:19][C:20]1[CH:25]=[C:24]([Cl:26])[CH:23]=[CH:22][C:21]=1[OH:27].O>CN(C)C=O>[Cl:19][C:20]1[CH:25]=[C:24]([Cl:26])[CH:23]=[CH:22][C:21]=1[O:27][C:2]1[C:7]([C:8]#[N:9])=[CH:6][N:5]=[C:4]2[CH:10]=[CH:11][S:12][C:3]=12 |f:1.2.3|. Reported procedure: A mixture of 7-chlorothieno[3,2-b]pyridine-6-carbonitrile (200 mg, 1.03 mmol), potassium carbonate (194.9 mg,1.41 mmol) and 2,4-dichlorophenol (218.3 mg, 1.34 mmol) in 3 mL of N,N-dimethylformamide is stirred at 110° C. for 4 hours and allowed to cool to ambient temperature. The reaction mixture is treated with water and stirred at ambient temperature for 10 minutes. The crude solid is collected by filtration washing with water, dried in vacuo, then purified by flash column chromatography elutin... Procedure: A mixture of 2-(chloro-4-trifluoromethylphenyl)-acetic acid (3.2 g, 13.41 mmol) and 1,1′-carbonyldiimidazole (2.72 g, 16.77 mmol) in DMF (15 mL) was heated to 70° C. for 25 min. The reaction mixture was cooled to 10° C. and K2CO3 (2.78 g, 20.1 mmol), 1-(2-hydroxy-4-methoxyphenyl)-2-(4-hydroxyphenyl)-ethan-1-one (1.73 g, 6.7 mmol, prepared as described in Example 4A), DMAP (164 mg, 1.34 mmol) and DMF (10 mL) were added. After stirring the reaction mixture at 115° C. for 1.5 h, the resulting suspe... Reaction SMILES: [Cl:1][C:2]1[CH:7]=[C:6]([C:8]([F:11])([F:10])[F:9])[CH:5]=[CH:4][C:3]=1[CH2:12][C:13]([OH:15])=[O:14].C(N1C=CN=C1)(N1C=CN=C1)=O.C([O-])([O-])=O.[K+].[K+].O[C:35]1[CH:40]=[C:39]([O:41][CH3:42])[CH:38]=[CH:37][C:36]=1[C:43](=O)[CH2:44][C:45]1[CH:50]=[CH:49][C:48]([OH:51])=[CH:47][CH:46]=1>CN(C=O)C.CN(C1C=CN=CC=1)C>[Cl:1][C:2]1[CH:7]=[C:6]([C:8]([F:11])([F:10])[F:9])[CH:5]=[CH:4][C:3]=1[C:12]1[C:13](=[O:15])[O:14][C:37]2[C:36]([C:43]=1[CH2:44][C:45]1[CH:50]=[CH:49][C:48]([OH:51])=[CH:47][CH:46]=1)=[CH:35][CH:40]=[C:39]([O:41][CH3:42])[CH:38]=2 |f:2.3.4|. Run at temperature 70 celsius, time 1.5 hour. Yields the product ClC1=C(C=CC(=C1)C(F)(F)F)C=1C(OC2=CC(=CC=C2C1CC1=CC=C(C=C1)O)OC)=O (3-(2-Chloro-4-trifluoromethylphenyl)-4-(4-hydroxybenzyl)-7-methoxy-chromen-2-one). The solvent is CN(C)C=O (DMF), CN(C)C=O (DMF). The reagents and catalysts are CN(C)C=1C=CN=CC1 (DMAP). Starting materials: ClC1=C(C=CC(=C1)C(F)(F)F)CC(=O)O (2-(chloro-4-trifluoromethylphenyl)-acetic acid), C(=O)(N1C=NC=C1)N1C=NC=C1 (1,1′-carbonyldiimidazole), C(=O)([O-])[O-].[K+].[K+] (K2CO3), OC1=C(C=CC(=C1)OC)C(CC1=CC=C(C=C1)O)=O (1-(2-hydroxy-4-methoxyphenyl)-2-(4-hydroxyphenyl)-ethan-1-one). Reactants: C(C=C)[SiH](Cl)Cl (allyldichlorosilane), C(C=C)[SiH](Cl)Cl (allyldichlorosilane), C1(=CC=CC=2C3=CC=CC=C3CC12)[Li] (fluorenyllithium), C(C)OCC (diethyl ether). Product: C(C=C)[SiH](CC1=CC=CC=2C3=CC=CC=C3CC12)Cl (Allylchlorofluorenylmethylsilane). As a reaction SMILES: [C:1]1([Li])[C:13]2[CH2:12][C:11]3[C:6](=[CH:7][CH:8]=[CH:9][CH:10]=3)[C:5]=2[CH:4]=[CH:3][CH:2]=1.[CH2:15]([SiH:18]([Cl:20])Cl)[CH:16]=[CH2:17].[CH2:21](OCC)C>>[CH2:15]([SiH:18]([Cl:20])[CH2:21][C:1]1[C:13]2[CH2:12][C:11]3[C:6](=[CH:7][CH:8]=[CH:9][CH:10]=3)[C:5]=2[CH:4]=[CH:3][CH:2]=1)[CH:16]=[CH2:17]. Procedure: 8.6 g (50 mmol) of compound II were dissolved in 250 ml of diethyl ether. At room temperature and with stirring, 11.1 g (72 mmol) of allyldichlorosilane (compound III) were added to this mixture, which was then stirred at room temperature for a further 3 h. The solvent was subsequently completely removed under reduced pressure and the residue was taken up in 200 ml of petroleum ether. The lithium chloride was centrifuged off, the supernatant was concentrated to a volume of about 20 ml and the re... Reactants: C(#N)CCN1C2=CC=CC=C2C=2C3=C(C4=C(C12)N(C=1C=CC=CC14)C)C(NC3)=O (12-(2-cyanoethyl)-6,7,12,13-tetrahydro-13-methyl-5-oxo-5H-indolo[2,3-a]pyrrolo[3,4-c]carbazole), C(C)(=O)O (acetic acid). The solvent is CO (methanol). The product is C(#N)CCN1C2=CC=CC=C2C=2C3=C(C4=C(C12)N(C=1C=CC=CC14)C)C(NC3OC)=O (12-(2-Cyanoethyl)-6,7,12,13-tetrahydro-7-methoxy-13-methyl-5-oxo-5H-indolo[2,3-a]pyrrolo[3,4-c]carbazole). RXN SMILES: [C:1]([CH2:3][CH2:4][N:5]1[C:17]2[C:16]3[N:18]([CH3:25])[C:19]4[CH:20]=[CH:21][CH:22]=[CH:23][C:24]=4[C:15]=3[C:14]3[C:26](=[O:29])[NH:27][CH2:28][C:13]=3[C:12]=2[C:11]2[C:6]1=[CH:7][CH:8]=[CH:9][CH:10]=2)#[N:2].[C:30](O)(=[O:32])C>CO>[C:1]([CH2:3][CH2:4][N:5]1[C:17]2[C:16]3[N:18]([CH3:25])[C:19]4[CH:20]=[CH:21][CH:22]=[CH:23][C:24]=4[C:15]=3[C:14]3[C:26](=[O:29])[NH:27][CH:28]([O:32][CH3:30])[C:13]=3[C:12]=2[C:11]2[C:6]1=[CH:7][CH:8]=[CH:9][CH:10]=2)#[N:2]. Procedure: 356 mg (0.94 mmole) 12-(2-cyanoethyl)-6,7,12,13-tetrahydro-13-methyl-5-oxo-5H-indolo[2,3a]pyrrolo[3,4-c]carbazole (Example 2) are stirred for 16 hours at 20° C. in 50 mL glacial acetic acid and 1 mL methanol. The further preparation is carried out in Example 4 and the crude product is chromatographed on silica gel with dichloromethane/methanol 199:1 (v/v). The fraction with an Rf of 0.25 in toluene/ethyl acetate 4:1 (v/v) is isolated. 12-(2-Cyanoethyl)-6,7,12,13-tetrahydro-7-methoxy-13-methyl-5-... Reactants: C(C)(=O)NC1=CC2=C([C@H]([C@@H](C(O2)(C)C)Br)O)C=C1[N+](=O)[O-] ((±)-trans-7-acetylamino-3-bromo-4-hydroxy-3,4-dihydro-6-nitro-2,2-dimethyl-2H-1-benzopyran), C(CCl)Cl (ethylene chloride), C(C)(=O)SC[C@@H](C(=O)Cl)C ((S)-(-)-3-acetylthio-2-methylpropionyl chloride). Run in N1=CC=CC=C1 (pyridine). Reaction conditions: time 1.5 hour. The product is C(C)(=O)NC1=CC2=C([C@H]([C@@H](C(O2)(C)C)Br)OC([C@@H](CSC(C)=O)C)=O)C=C1[N+](=O)[O-] ((±)-trans-7-acetylamino-3-bromo-3,4-dihydro-6-nitro-2,2-dimethyl-4-[(S)-(-)-3-acetylthio-2-methylpropionyloxy]-2H-1-benzopyran). RXN SMILES: [C:1]([NH:4][C:5]1[C:18]([N+:19]([O-:21])=[O:20])=[CH:17][C:8]2[C@@H:9]([OH:16])[C@H:10]([Br:15])[C:11]([CH3:14])([CH3:13])[O:12][C:7]=2[CH:6]=1)(=[O:3])[CH3:2].C(Cl)CCl.[C:26]([S:29][CH2:30][C@H:31]([CH3:35])[C:32](Cl)=[O:33])(=[O:28])[CH3:27]>N1C=CC=CC=1>[C:1]([NH:4][C:5]1[C:18]([N+:19]([O-:21])=[O:20])=[CH:17][C:8]2[C@@H:9]([O:16][C:32](=[O:33])[C@H:31]([CH3:35])[CH2:30][S:29][C:26](=[O:28])[CH3:27])[C@H:10]([Br:15])[C:11]([CH3:14])([CH3:13])[O:12][C:7]=2[CH:6]=1)(=[O:3])[CH3:2]. Reported procedure: To a mixture of (±)-trans-7-acetylamino-3-bromo-4-hydroxy-3,4-dihydro-6-nitro-2,2-dimethyl-2H-1-benzopyran, ethylene chloride and pyridine was added (S)-(-)-3-acetylthio-2-methylpropionyl chloride under ice-cooling over 5 minutes and stirred for 1.5 hours under room temperature. The reaction mixture was washed with diluted hydrochloric acid once and 10% aqueous sodium chloride solution twice. The organic layer was separated, dried over magnesium sulfate and concentrated under reduced pressure to... Starting materials: CCC(CC)NC1=C2C(=NC=3N1N=C(C3C3=C(C=C(C=C3)OC)C)C)CCO2 (9-(3-pentylamino)-6-methyl-5-(2-methyl-4-methoxyphenyl)-2,3-dihydro-furo[3,2-d]pyrazolo[1,5-a]pyrimidine). The reagents and catalysts are [C].[Pd] (palladium carbon). The solvent is C1(=CC=CC=C1)OC1=CC=CC=C1 (diphenyl ether), CO (methanol). Reaction conditions: temperature 250 celsius, time 4 hour. Yields the product CCC(CC)NC1=C2C(=NC=3N1N=C(C3C3=C(C=C(C=C3)OC)C)C)C=CO2 (9-(3-pentylamino)-6-methyl-5-(2-methyl-4-methoxyphenyl)-furo[3,2-d]pyrazolo[1,5-a]pyrimidine). The yield is 70.1%. Reaction SMILES: [CH3:1][CH2:2][CH:3]([NH:6][C:7]1[N:12]2[N:13]=[C:14]([CH3:25])[C:15]([C:16]3[CH:21]=[CH:20][C:19]([O:22][CH3:23])=[CH:18][C:17]=3[CH3:24])=[C:11]2[N:10]=[C:9]2[CH2:26][CH2:27][O:28][C:8]=12)[CH2:4][CH3:5]>C1(OC2C=CC=CC=2)C=CC=CC=1.CO.[C].[Pd]>[CH3:1][CH2:2][CH:3]([NH:6][C:7]1[N:12]2[N:13]=[C:14]([CH3:25])[C:15]([C:16]3[CH:21]=[CH:20][C:19]([O:22][CH3:23])=[CH:18][C:17]=3[CH3:24])=[C:11]2[N:10]=[C:9]2[CH:26]=[CH:27][O:28][C:8]=12)[CH2:4][CH3:5] |f:3.4|. Procedure details: To a solution of the compound prepared in Example 2(6) (215 mg) in diphenyl ether (3 ml), 10% palladium carbon (150 mg) was added, and the mixture was stirred for 4 hours at 250° C. After the reaction mixture was cooled to room temperature, it was diluted with methanol (10 ml). The diluted solution was filtered though celite (registered trademark). The filtrate was concentrated, and the residue was purified by column chromatography on silica gel (n-hexane:acetone=9:1) to give the title compound ... Starting materials: C1(=CC=CC=C1)SC1C(C1C(=O)O)(Cl)Cl (3-phenylthio-2,2-dichlorocyclopropanecarboxylic acid), FC1=CC=C(C=C1)SC1C(C1C(=O)O)(F)F (3-(4-fluorophenylthio)-2,2-difluorocyclopropane carboxylic acid), C(CCCC)SC1C(C1C(=O)O)(C)C (3-(n-pentylthio)-2,2-dimethylcyclopropanecarboxylic acid), FC1=C(C=C(CBr)C=C1)OC1=CC=CC=C1 (4-fluoro-3-phenoxybenzyl bromide). Reaction SMILES: [C:1]1([S:7][CH:8]2[CH:10]([C:11]([OH:13])=[O:12])[C:9]2([Cl:15])[Cl:14])[CH:6]=[CH:5][CH:4]=[CH:3][CH:2]=1.[F:16][C:17]1[CH:22]=[CH:21][C:20]([S:23][CH:24]2[CH:26]([C:27]([OH:29])=[O:28])[C:25]2([F:31])[F:30])=[CH:19][CH:18]=1.[CH2:32]([S:37][CH:38]1[CH:40]([C:41]([OH:43])=[O:42])[C:39]1([CH3:45])[CH3:44])[CH2:33][CH2:34][CH2:35][CH3:36].[F:46][C:47]1[CH:54]=[CH:53][C:50]([CH2:51]Br)=[CH:49][C:48]=1[O:55][C:56]1[CH:61]=[CH:60][CH:59]=[CH:58][CH:57]=1>>[C:1]1([S:7][CH:8]2[CH:10]([C:11]([O:13][CH2:51][C:50]3[CH:53]=[CH:54][C:47]([F:46])=[C:48]([O:55][C:56]4[CH:57]=[CH:58][CH:59]=[CH:60][CH:61]=4)[CH:49]=3)=[O:12])[C:9]2([Cl:15])[Cl:14])[CH:2]=[CH:3][CH:4]=[CH:5][CH:6]=1.[F:16][C:17]1[CH:18]=[CH:19][C:20]([S:23][CH:24]2[CH:26]([C:27]([O:29][CH2:51][C:50]3[CH:53]=[CH:54][C:47]([F:46])=[C:48]([O:55][C:56]4[CH:57]=[CH:58][CH:59]=[CH:60][CH:61]=4)[CH:49]=3)=[O:28])[C:25]2([F:31])[F:30])=[CH:21][CH:22]=1.[CH2:32]([S:37][CH:38]1[CH:40]([C:41]([O:43][CH2:51][C:50]2[CH:53]=[CH:54][C:47]([F:46])=[C:48]([O:55][C:56]3[CH:57]=[CH:58][CH:59]=[CH:60][CH:61]=3)[CH:49]=2)=[O:42])[C:39]1([CH3:44])[CH3:45])[CH2:33][CH2:34][CH2:35][CH3:36]. Product: C1(=CC=CC=C1)SC1C(C1C(=O)OCC1=CC(=C(C=C1)F)OC1=CC=CC=C1)(Cl)Cl (4-fluoro-3-phenoxybenzyl 3-phenylthio-2,2-dichlorocyclopropanecarboxylate), FC1=CC=C(C=C1)SC1C(C1C(=O)OCC1=CC(=C(C=C1)F)OC1=CC=CC=C1)(F)F (4-fluoro-3-phenoxybenzyl 3-(4-fluorophenylthio)-2,2-difluorocyclopropanecarboxylate), C(CCCC)SC1C(C1C(=O)OCC1=CC(=C(C=C1)F)OC1=CC=CC=C1)(C)C (4-fluoro-3-phenoxybenzyl 3-(n-pentylthio)-2,2-dimethylcyclopropanecarboxylate). Reported procedure: Each of the acids, 3-phenylthio-2,2-dichlorocyclopropanecarboxylic acid, 3-(4-fluorophenylthio)-2,2-difluorocyclopropane carboxylic acid, and 3-(n-pentylthio)-2,2-dimethylcyclopropanecarboxylic acid is reacted with 4-fluoro-3-phenoxybenzyl bromide using the procedure of Example 3 to yield 4-fluoro-3-phenoxybenzyl 3-phenylthio-2,2-dichlorocyclopropanecarboxylate, 4-fluoro-3-phenoxybenzyl 3-(4-fluorophenylthio)-2,2-difluorocyclopropanecarboxylate and 4-fluoro-3-phenoxybenzyl 3-(n-pentylthio)-2,2-d... The product is CC1(OCC(CO1)COC1=C(C=C(C=C1C)C1=NOC(=N1)C1=CC(=NC(=C1)C)CC(C)C)CC)C (4-{3-[4-(2,2-dimethyl-[1,3]dioxan-5-ylmethoxy)-3-ethyl-5-methyl-phenyl]-[1,2,4]oxadiazol-5-yl}-2-isobutyl-6-methyl-pyridine). Reaction SMILES: [CH2:1]([C:3]1[CH:8]=[C:7]([C:9]2[N:13]=[C:12]([C:14]3[CH:19]=[C:18]([CH3:20])[N:17]=[C:16]([CH2:21][CH:22]([CH3:24])[CH3:23])[CH:15]=3)[O:11][N:10]=2)[CH:6]=[C:5]([CH3:25])[C:4]=1[OH:26])[CH3:2].[CH3:27][C:28]1([CH3:40])[O:33][CH2:32][CH:31]([CH2:34]OS(C)(=O)=O)[CH2:30][O:29]1>C(O)(C)C.[OH-].[Na+].CC(=O)OCC>[CH3:27][C:28]1([CH3:40])[O:33][CH2:32][CH:31]([CH2:34][O:26][C:4]2[C:5]([CH3:25])=[CH:6][C:7]([C:9]3[N:13]=[C:12]([C:14]4[CH:19]=[C:18]([CH3:20])[N:17]=[C:16]([CH2:21][CH:22]([CH3:23])[CH3:24])[CH:15]=4)[O:11][N:10]=3)=[CH:8][C:3]=2[CH2:1][CH3:2])[CH2:30][O:29]1 |f:3.4|. Run in C(C)(C)O (isopropanol), [OH-].[Na+] (NaOH), CC(OCC)=O (EA). Reactants: C(C)C1=C(C(=CC(=C1)C1=NOC(=N1)C1=CC(=NC(=C1)C)CC(C)C)C)O (2-ethyl-4-[5-(2-isobutyl-6-methyl-pyridin-4-yl)-[1,2,4]oxadiazol-3-yl]-6-methyl-phenol), CC1(OCC(CO1)COS(=O)(=O)C)C (methanesulfonic acid 2,2-dimethyl-[1,3]dioxan-5-ylmethyl ester). Procedure details: To a solution of 2-ethyl-4-[5-(2-isobutyl-6-methyl-pyridin-4-yl)-[1,2,4]oxadiazol-3-yl]-6-methyl-phenol (200 mg, 0.569 mmol) in isopropanol (10 mL) and 3 N aq. NaOH (3 mL), methanesulfonic acid 2,2-dimethyl-[1,3]dioxan-5-ylmethyl ester (290 mg, 1.71 mmol) is added. The mixture is stirred at 60° C. for 24 h. The mixture is diluted with EA and washed with sat. aq. NaHCO3 solution. The org. extract is dried over MgSO4, filtered and evaporated. The crude product is purified by chromatography on prep... Reaction conditions: temperature 60 celsius, time 24 hour.